This data is from the Open Reaction Database (ORD), a public repository of structured organic reaction records. The task is: describe an organic reaction: reactants, conditions, products, and yield The reactants are [Br-].C(C)(C)(C)OC(=O)N(C)CC(=O)OC1=C(C=C(C[N+]=2C=NN(C2)C[C@@]([C@@H](C)C=2SC=C(N2)C2=CC=C(C=C2)C#N)(C2=C(C=C(C(=C2)F)F)F)O)C=C1C)C ((2R,3R)-4-[4-(N-tert-butoxycarbonyl-N-methylaminoacetoxy)-3,5-dimethylbenzyl]-1-[3-[4-(4-cyanophenyl)thiazol-2-yl]-2-hydroxy-2-(2,4,5-trifluorophenyl)butyl]-1H-[1,2,4]triazol-4-ium bromide), Cl (HCl). Run in C(C)(=O)OCC (ethyl acetate), C(C)(=O)OCC (ethyl acetate). Reaction conditions: time 4 hour. Yields the product Cl.[Br-].C(#N)C1=CC=C(C=C1)C=1N=C(SC1)[C@@H]([C@](CN1N=C[N+](=C1)CC1=CC(=C(C(=C1)C)OC(CNC)=O)C)(C1=C(C=C(C(=C1)F)F)F)O)C (1-[(2R,3R)-3-[4-(4-cyanophenyl)thiazol-2-yl]-2-hydroxy-2-(2,4,5-trifluorophenyl)butyl]-4-(3,5-dimethyl-4-methylaminoacetoxybenzyl)-1H-[1,2,4]triazol-4-ium bromide hydrochloride). Yield: 92.0%. Reaction SMILES: [Br-:1].C(O[C:7]([N:9]([CH2:11][C:12]([O:14][C:15]1[C:53]([CH3:54])=[CH:52][C:18]([CH2:19][N+:20]2[CH:21]=[N:22][N:23]([CH2:25][C@:26]([OH:51])([C:42]3[CH:47]=[C:46]([F:48])[C:45]([F:49])=[CH:44][C:43]=3[F:50])[C@H:27]([C:29]3[S:30][CH:31]=[C:32]([C:34]4[CH:39]=[CH:38][C:37]([C:40]#[N:41])=[CH:36][CH:35]=4)[N:33]=3)[CH3:28])[CH:24]=2)=[CH:17][C:16]=1[CH3:55])=[O:13])C)=O)(C)(C)C.[ClH:56]>C(OCC)(=O)C>[ClH:56].[Br-:1].[C:40]([C:37]1[CH:36]=[CH:35][C:34]([C:32]2[N:33]=[C:29]([C@H:27]([CH3:28])[C@@:26]([OH:51])([C:42]3[CH:47]=[C:46]([F:48])[C:45]([F:49])=[CH:44][C:43]=3[F:50])[CH2:25][N:23]3[CH:24]=[N+:20]([CH2:19][C:18]4[CH:17]=[C:16]([CH3:55])[C:15]([O:14][C:12](=[O:13])[CH2:11][NH:9][CH3:7])=[C:53]([CH3:54])[CH:52]=4)[CH:21]=[N:22]3)[S:30][CH:31]=2)=[CH:39][CH:38]=1)#[N:41] |f:0.1,4.5.6|. Procedure: A mixture of 167 mg of (2R,3R)-4-[4-(N-tert-butoxycarbonyl-N-methylaminoacetoxy)-3,5-dimethylbenzyl]-1-[3-[4-(4-cyanophenyl)thiazol-2-yl]-2-hydroxy-2-(2,4,5-trifluorophenyl)butyl]-1H-[1,2,4]triazol-4-ium bromide and 2 ml of 4N-HCl in ethyl acetate in 4 ml of ethyl acetate was stirred for 4 h at room temperature and filtered. The white solid was washed with ether and dried in vacuo to obtain 141 mg(92%) of 1-[(2R,3R)-3-[4-(4-cyanophenyl)thiazol-2-yl]-2-hydroxy-2-(2,4,5-trifluorophenyl)butyl]-4-(3... Reactants: C(C)(C)(C)OC(=O)N1[C@H](CCC1)CO ((R)-1-t-butoxycarbonyl-2-pyrrolidinemethanol), OC=1C=NC=C(C1)C(F)(F)F (3-hydroxy-5-trifluoromethylpyridine), C1(=CC=CC=C1)P(C1=CC=CC=C1)C1=CC=CC=C1 (triphenylphosphine), CCOC(=O)/N=N/C(=O)OCC (DEAD). The solvent is C1CCOC1 (THF). The product is C(=O)(OC(C)(C)C)N1[C@H](CCC1)COC=1C=NC=C(C1)C(F)(F)F (3-(1-BOC-2-(R)-pyrrolidinylmethoxy)-5-trifluoromethylpyridine). As a reaction SMILES: [C:1]([O:5][C:6]([N:8]1[CH2:12][CH2:11][CH2:10][C@@H:9]1[CH2:13][OH:14])=[O:7])([CH3:4])([CH3:3])[CH3:2].O[C:16]1[CH:17]=[N:18][CH:19]=[C:20]([C:22]([F:25])([F:24])[F:23])[CH:21]=1.C1(P(C2C=CC=CC=2)C2C=CC=CC=2)C=CC=CC=1.CCOC(/N=N/C(OCC)=O)=O>C1COCC1>[C:6]([N:8]1[CH2:12][CH2:11][CH2:10][C@@H:9]1[CH2:13][O:14][C:16]1[CH:17]=[N:18][CH:19]=[C:20]([C:22]([F:25])([F:24])[F:23])[CH:21]=1)([O:5][C:1]([CH3:4])([CH3:3])[CH3:2])=[O:7]. Procedure: A 332.9. mg (1.56 mmol) sample of (R)-1-t-butoxycarbonyl-2-pyrrolidinemethanol and 224.9 mg (1.30 mmol) of 3-hydroxy-5-trifluoromethylpyridine were reacted with triphenylphosphine and DEAD (1.56 mmol each) in 5 mL of THF according to the procedure of Example 14a, to give 386 mg of the title compound. MS (DCI/NH3) m/e 347 (M+H)+. 1H NMR (CDCl3, 300 MHz) δ: 8.50 (s, 1H), 8.48 (s, 1H), 7.46 (s, 1H), 4.28-3.90 (m, 3H), 3.48-3.84 (m, 2H), 2.12-1.87 (m, 4H), 1.47 (s, 9H). Product: O=C1C(=CNC=C1Cl)OCC(=O)O (2-(4-oxo-5-chloro-1,4-dihydropyridin-3-yloxy)acetic acid). Reactants: Cl (hydrochloric acid), Cl[O-].[Na+] (sodium hypochlorite), ClCl (chlorine), O=C1C(=CNC=C1)OCC(=O)O (2-(4-oxo-1,4-dihydropyridine-3-yloxy)acetic acid). Procedure details: To a solution of 2-(4-oxo-1,4-dihydropyridine-3-yloxy)acetic acid (16.9 g) in 0.5 N sodium hydroxide aqueous solution (200 ml), was added dropwise under cooling a sodium hypochlorite aqueous solution (70 ml) whose active chlorine is about 10% at 3° to 8° C. with stirring. The mixture was stirred for 30 minutes at the same temperture and adjusted to pH 3 with 10% hydrochloric acid. Precipitated crystals were collected by filtration, recrystallized from 1 N hydrochloric acid and dried at 90° to 95... The solvent is [OH-].[Na+] (sodium hydroxide). RXN SMILES: [O:1]=[C:2]1[CH:7]=[CH:6][NH:5][CH:4]=[C:3]1[O:8][CH2:9][C:10]([OH:12])=[O:11].[Cl:13][O-].[Na+].ClCl.Cl>[OH-].[Na+]>[O:1]=[C:2]1[C:7]([Cl:13])=[CH:6][NH:5][CH:4]=[C:3]1[O:8][CH2:9][C:10]([OH:12])=[O:11] |f:1.2,5.6|. Starting materials: CC(C)O, O=C(O)C1Cc2ccccc2N1, O=S(Cl)Cl. Yields the product CC(C)OC(=O)C1Cc2ccccc2N1. As a reaction SMILES: [CH:17]([CH3:18])([CH3:19])[OH:20].[NH:1]1[CH:2]([C:10](=[O:11])[OH:12])[CH2:3][c:4]2[cH:5][cH:6][cH:7][cH:8][c:9]21.[S:13]([Cl:14])([Cl:15])=[O:16]>>[NH:1]1[CH:2]([C:10]([O:11][CH:17]([CH3:18])[CH3:19])=[O:12])[CH2:3][c:4]2[cH:5][cH:6][cH:7][cH:8][c:9]21. The reactants are CC(Br)c1ccc([N+](=O)[O-])cc1, O=C([O-])[O-], C1COCCN1, [K+], [K+], CN(C)C=O. The product is CC(c1ccc([N+](=O)[O-])cc1)N1CCOCC1. RXN SMILES: [Br:1][CH:2]([CH3:3])[c:4]1[cH:5][cH:6][c:7]([N+:10](=[O:11])[O-:12])[cH:8][cH:9]1.[C:13](=[O:14])([O-:15])[O-:16].[CH2:19]1[CH2:20][O:21][CH2:22][CH2:23][NH:24]1.[K+:17].[K+:18].[O:25]=[CH:26][N:27]([CH3:28])[CH3:29]>>[CH:2]([CH3:3])([c:4]1[cH:5][cH:6][c:7]([N+:10](=[O:11])[O-:12])[cH:8][cH:9]1)[N:24]1[CH2:19][CH2:20][O:21][CH2:22][CH2:23]1. Starting materials: C(CC)C=1N=C(SC1CC1=CC=C(C=C1)[N+](=O)[O-])SCCCC(=O)OCC (ethyl 4-[[4-propyl-5-(4-nitrobenzyl)thiazol-2-yl]mercapto]butyrate), O (water). Reagents/catalysts: [Ni] (Raney nickel). The solvent is C(C)O (ethanol). Yields the product C(CC)C=1N=C(SC1CC1=CC=C(C=C1)N)SCCCC(=O)OCC (ethyl 4-[[4-propyl-5-(4-aminobenzyl)thiazol-2-yl]mercapto]butyrate). Yield: 21.6%. Reaction SMILES: [CH2:1]([C:4]1[N:5]=[C:6]([S:19][CH2:20][CH2:21][CH2:22][C:23]([O:25][CH2:26][CH3:27])=[O:24])[S:7][C:8]=1[CH2:9][C:10]1[CH:15]=[CH:14][C:13]([N+:16]([O-])=O)=[CH:12][CH:11]=1)[CH2:2][CH3:3].O>C(O)C.[Ni]>[CH2:1]([C:4]1[N:5]=[C:6]([S:19][CH2:20][CH2:21][CH2:22][C:23]([O:25][CH2:26][CH3:27])=[O:24])[S:7][C:8]=1[CH2:9][C:10]1[CH:15]=[CH:14][C:13]([NH2:16])=[CH:12][CH:11]=1)[CH2:2][CH3:3]. Reported procedure: 3 g of ethyl 4-[[4-propyl-5-(4-nitrobenzyl)thiazol-2-yl]mercapto]butyrate in 50 ml of ethanol are hydrogenated at normal pressure and room temperature in the presence of Raney nickel. After filtration of the catalyst and concentration of the filtrate, the brown oil obtained is taken up with acidified water. The aqueous phase is extracted with chloroform, rendered basic with dilute sodium hydroxide and extracted with ether. The ether solution is dried and concentrated to give a yellow oil, which ... The reactants are C(C=C)N(C(OC(C)(C)C)=O)CC(=O)NC1=C(C=C(C=C1Cl)CN/C(/NC(=O)OC(C)(C)C)=N/C(=O)C=1C(=NOC1C)C1=CC=C(C=C1)OCC=C)Cl (tert-Butyl allyl(2-((4-((((Z)-(((3-(4-(allyloxy)phenyl)-5-methyl-4-isoxazolyl)carbonyl)imino)((tert-butoxycarbonyl)amino)methyl)amino)methyl)-2,6-dichlorophenyl)amino)-2-oxoethyl)carbamate). The reagents and catalysts are Cl[Ru]([P](C1CCCCC1)(C2CCCCC2)C3CCCCC3)(=CC4=CC=CC=C4)(Cl)=C5N(C6=C(C)C=C(C)C=C6C)CCN5C7=C(C)C=C(C)C=C7C (Grubbs Catalyst 2nd Generation). Run in ClCCCl (1,2-dichloroethane), ClCCCl (1,2-dichloroethane). Conditions: temperature 45 celsius, time 2 hour. Yields the product C(C)(C)(C)OC(=O)NC1=NC(C2=C(ON=C2C2=CC=C(OCC=CCN(CC(NC3=C(C=C(CN1)C=C3Cl)Cl)=O)C(=O)OC(C)(C)C)C=C2)C)=O (tert-Butyl 9-((tert-butoxycarbonyl)amino)-14,30-dichloro-5-methyl-7,17-dioxo-4,24-dioxa-3,8,10,16,19-pentaazatetracyclo[23.2.2.212,15.02,6]-hentriaconta-1(27),2,5,8,12,14,21,25,28,30-decaene-19-carboxylate). Reaction SMILES: [CH2:1]([N:4]([CH2:12][C:13]([NH:15][C:16]1[C:21]([Cl:22])=[CH:20][C:19]([CH2:23][NH:24]/[C:25](=[N:34]/[C:35]([C:37]2[C:38]([C:43]3[CH:48]=[CH:47][C:46]([O:49][CH2:50][CH:51]=C)=[CH:45][CH:44]=3)=[N:39][O:40][C:41]=2[CH3:42])=[O:36])/[NH:26][C:27]([O:29][C:30]([CH3:33])([CH3:32])[CH3:31])=[O:28])=[CH:18][C:17]=1[Cl:53])=[O:14])[C:5](=[O:11])[O:6][C:7]([CH3:10])([CH3:9])[CH3:8])[CH:2]=C>ClCCCl.Cl[Ru](=C1N(C2C(C)=CC(C)=CC=2C)CCN1C1C(C)=CC(C)=CC=1C)(Cl)(=CC1C=CC=CC=1)[P](C1CCCCC1)(C1CCCCC1)C1CCCCC1>[C:30]([O:29][C:27]([NH:26][C:25]1[NH:24][CH2:23][C:19]2[CH:18]=[C:17]([Cl:53])[C:16](=[C:21]([Cl:22])[CH:20]=2)[NH:15][C:13](=[O:14])[CH2:12][N:4]([C:5]([O:6][C:7]([CH3:8])([CH3:10])[CH3:9])=[O:11])[CH2:1][CH:2]=[CH:51][CH2:50][O:49][C:46]2[CH:45]=[CH:44][C:43](=[CH:48][CH:47]=2)[C:38]2[C:37](=[C:41]([CH3:42])[O:40][N:39]=2)[C:35](=[O:36])[N:34]=1)=[O:28])([CH3:31])([CH3:32])[CH3:33] |^1:90|. Procedure: The intermediate (170 mg, 0.216 mmol) from Step 1(B) was dissolved in 35 mL of 1,2-dichloroethane, followed by the addition of Grubbs Catalyst 2nd Generation (40 mg, 0.047 mmol) with 2 mL of 1,2-dichloroethane. The resulted reaction mixture was stirred at 45° C. for 2 hrs. Solvent was evaporated in vacuo to give a crude product, which was purified by flash chromatography (15% EtOAc/DCM, Rf 0.37) to give 85 mg (53%, theoretical yield 161 mg). Starting materials: CO, Cl, [K+], COC(=O)c1cc(OC)c(C)c(OC)c1[N+](=O)[O-], [OH-]. Yields the product COc1cc(C(=O)O)c([N+](=O)[O-])c(OC)c1C. As a reaction SMILES: [CH3:22][OH:23].[ClH:21].[K+:2].[N+:3](=[O:4])([O-:5])[c:6]1[c:7]([C:8](=[O:9])[O:10][CH3:11])[cH:12][c:13]([O:19][CH3:20])[c:14]([CH3:18])[c:15]1[O:16][CH3:17].[OH-:1]>>[N+:3](=[O:4])([O-:5])[c:6]1[c:7]([C:8](=[O:9])[OH:10])[cH:12][c:13]([O:19][CH3:20])[c:14]([CH3:18])[c:15]1[O:16][CH3:17].